This data is from the Open Reaction Database (ORD), a public repository of structured organic reaction records. The task is: describe an organic reaction: reactants, conditions, products, and yield Reactants: O=C(CBr)Nc1ccc(Cl)c(Cl)c1, CCN(C(C)C)C(C)C, C1CCOC1, Nc1ccccc1. Product: O=C(CNc1ccccc1)Nc1ccc(Cl)c(Cl)c1. RXN SMILES: [Br:1][CH2:2][C:3](=[O:4])[NH:5][c:6]1[cH:7][c:8]([Cl:13])[c:9]([Cl:12])[cH:10][cH:11]1.[CH2:21]([N:22]([CH:23]([CH3:24])[CH3:25])[CH:26]([CH3:27])[CH3:28])[CH3:29].[CH2:30]1[O:31][CH2:32][CH2:33][CH2:34]1.[NH2:14][c:15]1[cH:16][cH:17][cH:18][cH:19][cH:20]1>>[CH2:2]([C:3](=[O:4])[NH:5][c:6]1[cH:7][c:8]([Cl:13])[c:9]([Cl:12])[cH:10][cH:11]1)[NH:14][c:15]1[cH:16][cH:17][cH:18][cH:19][cH:20]1. Run at temperature 5 celsius, time 1 hour. Yields the product C(CCC)N1C(=O)N(C=2N=C(NC2C1=O)[N+](=O)[O-])CCCC (1,3-Di-n-butyl-8-nitro Xanthine). Run in C(C)(=O)O (acetic acid). Starting materials: C(CCC)N1C(=O)N(C=2N=CNC2C1=O)CCCC (1,3-Di-n-butylxanthine), [N+](=O)(O)[O-] (nitric acid). Reaction SMILES: [CH2:1]([N:5]1[C:14](=[O:15])[C:13]2[NH:12][CH:11]=[N:10][C:9]=2[N:8]([CH2:16][CH2:17][CH2:18][CH3:19])[C:6]1=[O:7])[CH2:2][CH2:3][CH3:4].[N+:20]([O-])([OH:22])=[O:21]>C(O)(=O)C>[CH2:1]([N:5]1[C:14](=[O:15])[C:13]2[NH:12][C:11]([N+:20]([O-:22])=[O:21])=[N:10][C:9]=2[N:8]([CH2:16][CH2:17][CH2:18][CH3:19])[C:6]1=[O:7])[CH2:2][CH2:3][CH3:4]. Procedure: 1,3-Di-n-butylxanthine (73 g, 0.28 mol) was dissolved in acetic acid (120 ml) and then treated with concentrated nitric acid (49 g) at 87° C. After 1 hour, the mixture was cooled to 5° C., the resulting yellow precipitate filtered off and washed with water (50 ml). The yellow crystals were dissolved in dichloromethane and washed twice with water. The separated organic layer was then dried (anhydrous sodium sulphate) and concentrated to give a crystalline product, yield 73 g (86%), m.pt 168° C. The reactants are N1CCOCC1 (morpholine), C1(=CC=CC=C1)C (toluol), ClCCCC#N (4-chlorobutyronitrile). Run in C(Cl)(Cl)Cl (chloroform). Conditions: temperature 80 celsius, time 1 day. Yields the product N1(CCOCC1)CCCC#N (4-Morpholin-4-yl-butyronitrile). As a reaction SMILES: [NH:1]1[CH2:6][CH2:5][O:4][CH2:3][CH2:2]1.C1(C)C=CC=CC=1.Cl[CH2:15][CH2:16][CH2:17][C:18]#[N:19]>C(Cl)(Cl)Cl>[N:1]1([CH2:15][CH2:16][CH2:17][C:18]#[N:19])[CH2:6][CH2:5][O:4][CH2:3][CH2:2]1. Reported procedure: 196.9 ml morpholine, 500 ml toluol and 100 ml chloroform were stirred in a round-bottomed flask under N2 atmosphere and at 80° C. After one hour 100 g 4-chlorobutyronitrile was added dropwise within one hour. The reaction was stirred one day at 80° C. and another day at room temperature. The mixture was fritted and the residue was washed two times with ether. The filtrate was concentrated and finally distilleed under vacuum. The product fractions were collected at 95-100° C. and 1.2-0.89 Torr. T...